Task: describe an organic reaction: reactants, conditions, products, and yield. Dataset: the Open Reaction Database (ORD), a public repository of structured organic reaction records Starting materials: NC(=N)N (guanidine), Cl (HCl), C(C)C1=C(C(=O)Cl)C=C(C(=C1)N1CCCCC1)S(=O)(=O)C (2-ethyl-4-piperidino-5-methylsulfonylbenzoyl chloride), ice water. Run in COCCOC (ethylene glycol dimethyl ether), COCCOC (ethylene glycol dimethyl ether). Conditions: time 1 hour. Yields the product NC(=NC(C1=C(C=C(C(=C1)S(=O)(=O)C)N1CCCCC1)CC)=O)N (N-diaminomethylene-2-ethyl-4-piperidino-5-methylsulfonylbenzamide). As a reaction SMILES: [CH2:1]([C:3]1[CH:11]=[C:10]([N:12]2[CH2:17][CH2:16][CH2:15][CH2:14][CH2:13]2)[C:9]([S:18]([CH3:21])(=[O:20])=[O:19])=[CH:8][C:4]=1[C:5](Cl)=[O:6])[CH3:2].[NH2:22][C:23]([NH2:25])=[NH:24].Cl>COCCOC>[NH2:24][C:23]([NH2:25])=[N:22][C:5](=[O:6])[C:4]1[CH:8]=[C:9]([S:18]([CH3:21])(=[O:20])=[O:19])[C:10]([N:12]2[CH2:17][CH2:16][CH2:15][CH2:14][CH2:13]2)=[CH:11][C:3]=1[CH2:1][CH3:2]. Reported procedure: 6.6 g of 2-ethyl-4-piperidino-5-methylsulfonylbenzoyl chloride [obtainable by reacting 2-ethyl-4-chloro-5-methylsulfonylbenzoic acid with excess piperidine followed by chlorination with SOCl2 ] dissolved in 60 ml of ethylene glycol dimethyl ether are added dropwise to a solution of 8.7 g of guanidine in 60 ml of ethylene glycol dimethyl ether, and the mixture is stirred at 25° for one hour. 200 ml of ice-water are then added to the reaction mixture, which is acidified with 1N HCl, and subjected ...